Task: describe an organic reaction: reactants, conditions, products, and yield. Dataset: the Open Reaction Database (ORD), a public repository of structured organic reaction records Reactants: N([C@@H](CC1=CC=CC=C1)C(=O)NCC(=O)N[C@@H](CC(C)C)C(=O)N[C@@H](CCC(N)=O)C(=O)O)C(=O)OC(C)(C)C (Boc-Phe-Gly-Leu-Gln), Cl (HCl), Cl (HCl). Yields the product N[C@@H](CC1=CC=CC=C1)C(=O)NCC(=O)N[C@@H](CC(C)C)C(=O)N[C@@H](CCC(N)=O)C(=O)O (H-Phe-Gly-Leu-Gln). RXN SMILES: [NH:1](C(OC(C)(C)C)=O)[C@H:2]([C:10]([NH:12][CH2:13][C:14]([NH:16][C@H:17]([C:22]([NH:24][C@H:25]([C:31]([OH:33])=[O:32])[CH2:26][CH2:27][C:28](=[O:30])[NH2:29])=[O:23])[CH2:18][CH:19]([CH3:21])[CH3:20])=[O:15])=[O:11])[CH2:3][C:4]1[CH:9]=[CH:8][CH:7]=[CH:6][CH:5]=1.Cl>>[NH2:1][C@H:2]([C:10]([NH:12][CH2:13][C:14]([NH:16][C@H:17]([C:22]([NH:24][C@H:25]([C:31]([OH:33])=[O:32])[CH2:26][CH2:27][C:28](=[O:30])[NH2:29])=[O:23])[CH2:18][CH:19]([CH3:21])[CH3:20])=[O:15])=[O:11])[CH2:3][C:4]1[CH:5]=[CH:6][CH:7]=[CH:8][CH:9]=1. Reported procedure: Boc-Phe-Gly-Leu-Gln-NA (0.90 g) was deblocked by treatment with ethanolic HCl to yield 0.79 g of H-Phe-Gly-Leu-Gln-NA HCl. TLC in 1-butanol:acetic acid:water (4:1:1) indicated a major spot, Rf 0.61, and two trace spots, Rf 0.71 and Rf 0.51.